This data is from the Open Reaction Database (ORD), a public repository of structured organic reaction records. The task is: describe an organic reaction: reactants, conditions, products, and yield The reactants are [Si](C)(C)(C(C)(C)C)OC=1C2=C(C=3CNC(C3C1)=O)O[C@]13[C@](C2)([C@H](CC[C@H]1C(C(CC3)=O)(C)C)C)C ((6aR,7S,9aS,13aS)-5-(t-butyldimethylsilyloxy)-2,3,6,6a,7,8,9,9a,10,11,12,13-dodecahydro-6a,7,10,10-tetramethyl-3,11-dioxo-1H-benzo[8,8a][1]benzopyrano[2,3-e]isoindole), [BH4-].[Na+] (sodium borohydride), O (water). Run in CO (methanol). Reaction conditions: time 30 minute. The product is [Si](C)(C)(C(C)(C)C)OC=1C2=C(C=3CNC(C3C1)=O)O[C@]13[C@](C2)([C@H](CC[C@H]1C([C@@H](CC3)O)(C)C)C)C ((6aR, 7S,9aS, 11R,13aS)-5-(t-butyldimethylsilyloxy)-2,3,6,6a,7,8,9,9a,10,11,12,13-dodecahydro-11-hydroxy-6a,7,10,10-tetramethyl-3-oxo-1H-benzo[8,8a][1]benzopyrano[2,3-e]isoindole). Isolated yield 60.6%. As a reaction SMILES: [Si:1]([O:8][C:9]1[C:10]2[CH2:22][C@:21]3([CH3:35])[C@@H:23]([CH3:34])[CH2:24][CH2:25][C@H:26]4[C:27]([CH3:33])([CH3:32])[C:28](=[O:31])[CH2:29][CH2:30][C@@:20]34[O:19][C:11]=2[C:12]2[CH2:13][NH:14][C:15](=[O:18])[C:16]=2[CH:17]=1)([C:4]([CH3:7])([CH3:6])[CH3:5])([CH3:3])[CH3:2].[BH4-].[Na+].O>CO>[Si:1]([O:8][C:9]1[C:10]2[CH2:22][C@:21]3([CH3:35])[C@@H:23]([CH3:34])[CH2:24][CH2:25][C@H:26]4[C:27]([CH3:33])([CH3:32])[C@H:28]([OH:31])[CH2:29][CH2:30][C@@:20]34[O:19][C:11]=2[C:12]2[CH2:13][NH:14][C:15](=[O:18])[C:16]=2[CH:17]=1)([C:4]([CH3:7])([CH3:5])[CH3:6])([CH3:3])[CH3:2] |f:1.2|. Procedure details: To a solution of the above Compound (12b) (175 mg, 0.35 mmol) in 2 ml of methanol was added 17 mg (0.45 mmol) of sodium borohydride under ice-cooling, and the mixture stirred for 30 min. After addition of water, the reaction mixture was extracted with ethyl acetate. The extract was washed with water and saturated brine, dried over anhydrous magnesium sulfate, and concentrated under reduced pressure. The residue was purified by a column chromatography (Merck, Lobar column, size A; chloroform:meth... Starting materials: COC(=O)C(c1ccccc1)n1c(=O)c2ccccc2n(Cc2cn(C)c3cccc(C)c23)c1=O, C1COCCO1, O. Product: Cc1cccc2c1c(Cn1c(=O)n(C(C(=O)O)c3ccccc3)c(=O)c3ccccc31)cn2C. Reaction SMILES: [CH3:1][O:2][C:3]([CH:4]([c:5]1[cH:6][cH:7][cH:8][cH:9][cH:10]1)[n:11]1[c:12](=[O:34])[n:13]([CH2:22][c:23]2[cH:24][n:25]([CH3:33])[c:26]3[cH:27][cH:28][cH:29][c:30]([CH3:32])[c:31]23)[c:14]2[cH:15][cH:16][cH:17][cH:18][c:19]2[c:20]1=[O:21])=[O:35].[O:36]1[CH2:37][CH2:38][O:39][CH2:40][CH2:41]1.[OH2:42]>>[O:2]=[C:3]([CH:4]([c:5]1[cH:6][cH:7][cH:8][cH:9][cH:10]1)[n:11]1[c:12](=[O:34])[n:13]([CH2:22][c:23]2[cH:24][n:25]([CH3:33])[c:26]3[cH:27][cH:28][cH:29][c:30]([CH3:32])[c:31]23)[c:14]2[cH:15][cH:16][cH:17][cH:18][c:19]2[c:20]1=[O:21])[OH:35]. Reactants: OC(c1ccccc1Cl)c1ccccc1Cl, O=C(OC1CN2CCC1CC2)n1ccnc1. Product: O=C(OC(c1ccccc1Cl)c1ccccc1Cl)OC1CN2CCC1CC2. Reaction SMILES: [Cl:17][c:18]1[c:19]([CH:24]([OH:25])[c:26]2[c:27]([Cl:32])[cH:28][cH:29][cH:30][cH:31]2)[cH:20][cH:21][cH:22][cH:23]1.[N:1]12[CH2:2][CH:3]([O:9][C:10](=[O:11])[n:12]3[cH:13][cH:14][n:15][cH:16]3)[CH:4]([CH2:5][CH2:6]1)[CH2:7][CH2:8]2>>[N:1]12[CH2:2][CH:3]([O:9][C:10](=[O:11])[O:25][CH:24]([c:19]3[c:18]([Cl:17])[cH:23][cH:22][cH:21][cH:20]3)[c:26]3[c:27]([Cl:32])[cH:28][cH:29][cH:30][cH:31]3)[CH:4]([CH2:5][CH2:6]1)[CH2:7][CH2:8]2.